Task: describe an organic reaction: reactants, conditions, products, and yield. Dataset: the Open Reaction Database (ORD), a public repository of structured organic reaction records Reactants: Cl (hydrochloric acid), [OH-].[Na+] (NaOH), COC(=O)C1=NC=C(C=C1)N1CCN(CC1)C1=C(C(=CC=C1)COC(NC(N)=N)=O)F (5-[4-(3-{[(carbamimidoylcarbamoyl)oxy]methyl}-2-fluorophenyl)piperazin-1-yl]pyridine-2-carboxylate methyl ester), C1CCOC1 (THF). The solvent is CO (MeOH). Conditions: time 8 hour. Product: C(N)(=N)NC(=O)OCC=1C(=C(C=CC1)N1CCN(CC1)C=1C=CC(=NC1)C(=O)O)F (5-[4-(3-{[(carbamimidoylcarbamoyl)oxy]methyl}-2-fluorophenyl)piperazin-1-yl]pyridine-2-carboxylic acid). The yield is 92.9%. RXN SMILES: [OH-].[Na+].C[O:4][C:5]([C:7]1[CH:12]=[CH:11][C:10]([N:13]2[CH2:18][CH2:17][N:16]([C:19]3[CH:24]=[CH:23][CH:22]=[C:21]([CH2:25][O:26][C:27](=[O:32])[NH:28][C:29](=[NH:31])[NH2:30])[C:20]=3[F:33])[CH2:15][CH2:14]2)=[CH:9][N:8]=1)=[O:6].C1COCC1.Cl>CO>[C:29]([NH:28][C:27]([O:26][CH2:25][C:21]1[C:20]([F:33])=[C:19]([N:16]2[CH2:17][CH2:18][N:13]([C:10]3[CH:11]=[CH:12][C:7]([C:5]([OH:6])=[O:4])=[N:8][CH:9]=3)[CH2:14][CH2:15]2)[CH:24]=[CH:23][CH:22]=1)=[O:32])(=[NH:30])[NH2:31] |f:0.1|. Procedure details: A 1 M aqueous NaOH solution (1.14 ml) was added to a mixture of 5-[4-(3-{[(carbamimidoylcarbamoyl)oxy]methyl}-2-fluorophenyl)piperazin-1-yl]pyridine-2-carboxylate methyl ester (326 mg), THF (9 ml), and MeOH (3 ml), followed by stirring at room temperature overnight. 1 M hydrochloric acid (1.14 ml) was added to the reaction mixture, followed by stirring at room temperature for 1 hour. The generated solid was collected by filtration, washed with water, and then dried at 50° C. under reduced pressu... Starting materials: C1CCOC1, CCOC(=O)c1cc2cc(OCCOC)ncc2n1Cc1cc2ccc(Cl)cc2s1, CO, Cl, [Li+], [OH-], O. The product is COCCOc1cc2cc(C(=O)O)n(Cc3cc4ccc(Cl)cc4s3)c2cn1. RXN SMILES: [CH2:35]1[O:36][CH2:37][CH2:38][CH2:39]1.[CH2:3]([CH3:4])[O:5][C:6](=[O:7])[c:8]1[cH:9][c:10]2[c:11]([cH:12][n:13][c:14]([O:16][CH2:17][CH2:18][O:19][CH3:20])[cH:15]2)[n:21]1[CH2:22][c:23]1[cH:24][c:25]2[c:26]([s:27]1)[cH:28][c:29]([Cl:32])[cH:30][cH:31]2.[CH3:40][OH:41].[ClH:33].[Li+:2].[OH-:1].[OH2:34]>>[O:5]=[C:6]([OH:7])[c:8]1[cH:9][c:10]2[c:11]([cH:12][n:13][c:14]([O:16][CH2:17][CH2:18][O:19][CH3:20])[cH:15]2)[n:21]1[CH2:22][c:23]1[cH:24][c:25]2[c:26]([s:27]1)[cH:28][c:29]([Cl:32])[cH:30][cH:31]2. The reactants are CC12CC3CC(C)(C1)CC(Br)(C3)C2, O=CO, Cl, NC(N)=O, [Na+], [OH-]. Product: CC12CC3CC(C)(C1)CC(N)(C3)C2. Reaction SMILES: [Br:1][C:2]12[CH2:3][C:4]3([CH3:13])[CH2:5][C:6]([CH3:12])([CH2:7][CH:8]([CH2:9]1)[CH2:10]3)[CH2:11]2.[CH:21]([OH:22])=[O:23].[ClH:18].[NH2:14][C:15](=[O:16])[NH2:17].[Na+:20].[OH-:19]>>[C:2]12([NH2:14])[CH2:3][C:4]3([CH3:13])[CH2:5][C:6]([CH3:12])([CH2:7][CH:8]([CH2:9]1)[CH2:10]3)[CH2:11]2. Reactants: BrB(Br)Br, ClCCl, CCOC(=O)C1=Cc2cc(C)c(OC)cc2OC1C(F)(F)F. The product is CCOC(=O)C1=Cc2cc(C)c(O)cc2OC1C(F)(F)F. Reaction SMILES: [B:23]([Br:24])([Br:25])[Br:26].[Cl:27][CH2:28][Cl:29].[O:1]([CH3:2])[c:3]1[c:4]([CH3:22])[cH:5][c:6]2[c:11]([cH:12]1)[O:10][CH:9]([C:13]([F:14])([F:15])[F:16])[C:8]([C:17](=[O:18])[O:19][CH2:20][CH3:21])=[CH:7]2>>[OH:1][c:3]1[c:4]([CH3:22])[cH:5][c:6]2[c:11]([cH:12]1)[O:10][CH:9]([C:13]([F:14])([F:15])[F:16])[C:8]([C:17](=[O:18])[O:19][CH2:20][CH3:21])=[CH:7]2.